This data is from the Open Reaction Database (ORD), a public repository of structured organic reaction records. The task is: describe an organic reaction: reactants, conditions, products, and yield Reactants: BrC1=CC=C2C=C(N=CC2=C1)NC(=O)C1CC1 (N-(7-bromoisoquinolin-3-yl)cyclopropanecarboxamide), O1CCOCC1 (1,4-Dioxane), C(CCC)[Sn](C1=NC=CN=C1)(CCCC)CCCC (2-(tributylstannyl)pyrazine). Reagents/catalysts: C=1C=CC(=CC1)[P](C=2C=CC=CC2)(C=3C=CC=CC3)[Pd]([P](C=4C=CC=CC4)(C=5C=CC=CC5)C=6C=CC=CC6)([P](C=7C=CC=CC7)(C=8C=CC=CC8)C=9C=CC=CC9)[P](C=1C=CC=CC1)(C=1C=CC=CC1)C=1C=CC=CC1 (tetrakis(triphenylphosphine)palladium(0)). The solvent is C(C)(=O)OCC (ethyl acetate). Product: N1=C(C=NC=C1)C1=CC=C2C=C(N=CC2=C1)NC(=O)C1CC1 (N-(7-(pyrazin-2-yl)isoquinolin-3-yl)cyclopropanecarboxamide). The yield is 54.8%. RXN SMILES: Br[C:2]1[CH:11]=[C:10]2[C:5]([CH:6]=[C:7]([NH:12][C:13]([CH:15]3[CH2:17][CH2:16]3)=[O:14])[N:8]=[CH:9]2)=[CH:4][CH:3]=1.O1CCOCC1.C([Sn](CCCC)(CCCC)[C:29]1[CH:34]=[N:33][CH:32]=[CH:31][N:30]=1)CCC>C1C=CC([P]([Pd]([P](C2C=CC=CC=2)(C2C=CC=CC=2)C2C=CC=CC=2)([P](C2C=CC=CC=2)(C2C=CC=CC=2)C2C=CC=CC=2)[P](C2C=CC=CC=2)(C2C=CC=CC=2)C2C=CC=CC=2)(C2C=CC=CC=2)C2C=CC=CC=2)=CC=1.C(OCC)(=O)C>[N:30]1[CH:31]=[CH:32][N:33]=[CH:34][C:29]=1[C:2]1[CH:11]=[C:10]2[C:5]([CH:6]=[C:7]([NH:12][C:13]([CH:15]3[CH2:17][CH2:16]3)=[O:14])[N:8]=[CH:9]2)=[CH:4][CH:3]=1 |^1:46,48,67,86|. Procedure: To a mixture of N-(7-bromoisoquinolin-3-yl)cyclopropanecarboxamide 1 (42.8 mg, 0.147 mmol) and 1,4-Dioxane (1.5 mL, 19 mmol) was added 2-(tributylstannyl)pyrazine (51.0 uL, 0.162 mmol) and tetrakis(triphenylphosphine)palladium(0) (14.0 mg, 0.0121 mmol). The reaction mixture was subjected to microwave irradiation at 130° C. for 30 minutes. The reaction mixture is poured into ethyl acetate and washed with dilute NH4OH. The organic layer was dried over MgSO4, filtered, and evaporated in vacuo. The ... The reactants are ClC=1C=C(C=CC1OC)NN (3-chloro-4-methoxyphenylhydrazine), C(=O)(OC)C=1C(=NC2=CC(=CC=C2C1O)Cl)C(=O)Cl (3-carbomethoxy-7-chloro-4-hydroxyquinoline-2-carbonyl chloride). Solvent: Cl (hydrochloric acid), O1CCCC1 (tetrahydrofuran), O1CCCC1 (tetrahydrofuran), 35b, O (water). Conditions: temperature 0 celsius, time 30 minute. Yields the product ClC=1C=CC=2C(C3=C(NC2C1)C(N(N=C3O)C3=CC(=C(C=C3)OC)Cl)=O)=O (7-Chloro-3-(3-chloro-4-methoxyphenyl)-1-hydroxy-3,4,5,10-tetrahydropyridazino[4,5-b]quinoline-4,10-dione). Isolated yield 48.2%. Reaction SMILES: [Cl:1][C:2]1[CH:3]=[C:4]([NH:10][NH2:11])[CH:5]=[CH:6][C:7]=1[O:8][CH3:9].[C:12]([C:16]1[C:17]([C:28](Cl)=[O:29])=[N:18][C:19]2[C:24]([C:25]=1[OH:26])=[CH:23][CH:22]=[C:21]([Cl:27])[CH:20]=2)(OC)=[O:13]>O1CCCC1.O.Cl>[Cl:27][C:21]1[CH:22]=[CH:23][C:24]2[C:25](=[O:26])[C:16]3[C:12]([OH:13])=[N:11][N:10]([C:4]4[CH:5]=[CH:6][C:7]([O:8][CH3:9])=[C:2]([Cl:1])[CH:3]=4)[C:28](=[O:29])[C:17]=3[NH:18][C:19]=2[CH:20]=1. Reported procedure: To a solution of 3-chloro-4-methoxyphenylhydrazine (4.26 g, 24.7 mM) in 35b.) in tetrahydrofuran (200 mL) was added a solution of 3-carbomethoxy-7-chloro-4-hydroxyquinoline-2-carbonyl chloride (3.54 g, 11.8 mM, as prepared in Example 35b.) in tetrahydrofuran (100 mL) at 0° C. The resulting yellow suspension was stirred at 0° C. for 30 minutes and diluted with water (200 mL) to give a yellow solution. This solution was further diluted with hydrochloric acid (600 mL, 1N) to give a tan suspension w... Reactants: N1=CC=CC=C1 (pyridine), OC=1C=CC(=C2C=CC(NC12)=O)C(C(CC)NC(C)C)=O (8-hydroxy-5-(α-isopropylaminobutyryl)carbostyril), C(C(C)C)(=O)Cl (isobutyryl chloride), ice water, C(C)OCC (diethyl ether). Run in O (water). The product is Cl.C(C(C)C)(=O)OC1=NC2=C(C=CC(=C2C=C1)C(C(CC)NC(C)C)=O)OC(C(C)C)=O (2,8-bis(isobutyryloxy)-5-(α-isopropylaminobutyryl)quinoline hydrochloride). RXN SMILES: N1[CH:6]=[CH:5][CH:4]=CC=1.[OH:7][C:8]1[CH:9]=[CH:10][C:11]([C:19](=[O:27])[CH:20]([NH:23][CH:24]([CH3:26])[CH3:25])[CH2:21][CH3:22])=[C:12]2[C:17]=1[NH:16][C:15](=[O:18])[CH:14]=[CH:13]2.[C:28]([Cl:33])(=[O:32])[CH:29]([CH3:31])[CH3:30].[CH2:34]([O:36]CC)C>O>[ClH:33].[C:28]([O:18][C:15]1[CH:14]=[CH:13][C:12]2[C:17](=[C:8]([O:7][C:34](=[O:36])[CH:5]([CH3:4])[CH3:6])[CH:9]=[CH:10][C:11]=2[C:19](=[O:27])[CH:20]([NH:23][CH:24]([CH3:26])[CH3:25])[CH2:21][CH3:22])[N:16]=1)(=[O:32])[CH:29]([CH3:31])[CH3:30] |f:5.6|. Procedure details: 20 ml of pyridine was added to 1 g of 8-hydroxy-5-(α-isopropylaminobutyryl)carbostyril, and 2 ml of isobutyryl chloride was added dropwise to the mixture while cooling with ice-water and stirring followed by stirring for 3 hours and for 2 hours at a temperature of 35°-40° C. After addition of about 200 ml of diethyl ether, the precipitate formed was stirred in a small amount of cold water and then washed successively with acetone and diethyl ehter. The resulting crystalline product was then recr...